From a dataset of the Open Reaction Database (ORD), a public repository of structured organic reaction records. describe an organic reaction: reactants, conditions, products, and yield Reactants: 2,2'-[1,2-ethanediylbis (thio)]-2,2'-di(4-methylphenyl)bis(1,3-dithiolane), CC1=CC=C(C=C1)C1[SH+]CCS1 (2-(4-methylphenyl)-1,3-dithiolanium), Cl (hydrogen chloride). The solvent is CCl (methyl chloride). Product: [Cl-].CC1=CC=C(C=C1)C1[SH+]CCS1 (2-(4-Methylphenyl)-1,3-dithiolanium chloride). RXN SMILES: [CH3:1][C:2]1[CH:7]=[CH:6][C:5]([CH:8]2[S:12][CH2:11][CH2:10][SH+:9]2)=[CH:4][CH:3]=1.[ClH:13]>CCl>[Cl-:13].[CH3:1][C:2]1[CH:3]=[CH:4][C:5]([CH:8]2[S:9][CH2:10][CH2:11][SH+:12]2)=[CH:6][CH:7]=1 |f:3.4|. Procedure details: The U.V. spectrum of a solution of 1 mg 2,2'-[1,2-ethanediylbis (thio)]-2,2'-di(4-methylphenyl)bis(1,3-dithiolane) in 100 ml of 0.8% hydrogen chloride in methyl chloride is measured: max 243,275,376 nm, the latter indicating the presence of 2-(4-methylphenyl)-1,3-dithiolanium cation. The reactants are CC(O)(CN1CCCN(c2ncc(Br)cn2)CC1)Cn1cc([N+](=O)[O-])nc1Br, [Cl-], [H-], [NH4+], [Na+], CN(C)C=O. Yields the product CC1(CN2CCCN(c3ncc(Br)cn3)CC2)Cn2cc([N+](=O)[O-])nc2O1. As a reaction SMILES: [Br:1][c:2]1[n:3]([CH2:10][C:11]([CH2:12][N:13]2[CH2:14][CH2:15][N:16]([c:20]3[n:21][cH:22][c:23]([Br:26])[cH:24][n:25]3)[CH2:17][CH2:18][CH2:19]2)([OH:27])[CH3:28])[cH:4][c:5]([N+:7](=[O:8])[O-:9])[n:6]1.[Cl-:36].[H-:30].[NH4+:37].[Na+:29].[O:31]=[CH:32][N:33]([CH3:34])[CH3:35]>>[c:2]12[n:3]([cH:4][c:5]([N+:7](=[O:8])[O-:9])[n:6]1)[CH2:10][C:11]([CH2:12][N:13]1[CH2:14][CH2:15][N:16]([c:20]3[n:21][cH:22][c:23]([Br:26])[cH:24][n:25]3)[CH2:17][CH2:18][CH2:19]1)([CH3:28])[O:27]2. Starting materials: CN(C)c1ccccn1, CC12CC(c3ccc(OCCOCCO)cc3)C3=C4CCC(=O)C=C4CCC3C1CCC2=O, Cc1ccc(S(=O)(=O)Cl)cc1, c1ccncc1. Product: Cc1ccc(S(=O)(=O)OCCOCCOc2ccc(C3CC4(C)C(=O)CCC4C4CCC5=CC(=O)CCC5=C34)cc2)cc1. As a reaction SMILES: [CH3:12][N:13]([c:14]1[cH:15][cH:16][cH:17][cH:18][n:19]1)[CH3:20].[OH:21][CH2:22][CH2:23][O:24][CH2:25][CH2:26][O:27][c:28]1[cH:29][cH:30][c:31]([CH:34]2[C:35]3=[C:36]4[CH2:37][CH2:38][C:39](=[O:53])[CH:40]=[C:41]4[CH2:42][CH2:43][CH:44]3[CH:45]3[CH2:46][CH2:47][C:48](=[O:52])[C:49]3([CH3:50])[CH2:51]2)[cH:32][cH:33]1.[S:1](=[O:2])(=[O:3])([c:4]1[cH:5][cH:6][c:7]([CH3:8])[cH:9][cH:10]1)[Cl:11].[cH:54]1[cH:55][cH:56][n:57][cH:58][cH:59]1>>[S:1](=[O:2])(=[O:3])([c:4]1[cH:5][cH:6][c:7]([CH3:8])[cH:9][cH:10]1)[O:21][CH2:22][CH2:23][O:24][CH2:25][CH2:26][O:27][c:28]1[cH:29][cH:30][c:31]([CH:34]2[C:35]3=[C:36]4[CH2:37][CH2:38][C:39](=[O:53])[CH:40]=[C:41]4[CH2:42][CH2:43][CH:44]3[CH:45]3[CH2:46][CH2:47][C:48](=[O:52])[C:49]3([CH3:50])[CH2:51]2)[cH:32][cH:33]1. The reactants are [OH-].[Li+] (Lithium hydroxide), C(C)OC(=O)[C@H]1CN(CCC1)CC(COC1=C2C=CC=NC2=CC=C1)O ((R)-1-[2-hydroxy-3-(quinolin-5-yloxy)-propyl]piperidine-3-carboxylic acid ethyl ester), CO (methanol), O (water). The solvent is O1CCCC1 (tetrahydrofuran). Run at time 16 hour. Product: OC(CN1C[C@@H](CCC1)C(=O)[O-])COC1=C2C=CC=NC2=CC=C1.[Li+] (lithium (R)-1-[2-hydroxy-3-(quinolin-5-yloxy)-propyl]piperidine-3-carboxylate). Reaction SMILES: C([O:3][C:4]([C@@H:6]1[CH2:11][CH2:10][CH2:9][N:8]([CH2:12][CH:13]([OH:26])[CH2:14][O:15][C:16]2[CH:25]=[CH:24][CH:23]=[C:22]3[C:17]=2[CH:18]=[CH:19][CH:20]=[N:21]3)[CH2:7]1)=[O:5])C.O.CO.[OH-].[Li+:31]>O1CCCC1>[OH:26][CH:13]([CH2:14][O:15][C:16]1[CH:25]=[CH:24][CH:23]=[C:22]2[C:17]=1[CH:18]=[CH:19][CH:20]=[N:21]2)[CH2:12][N:8]1[CH2:9][CH2:10][CH2:11][C@@H:6]([C:4]([O-:5])=[O:3])[CH2:7]1.[Li+:31] |f:3.4,6.7|. Reported procedure: (R)-1-[2-Hydroxy-3-(quinolin-5-yloxy)-propyl]-piperidine-3-carboxylic acid ethyl ester (44) (0.739 g; 2.06 mmol) is dissolved in 20 mL of a 2:2:1 mixture of tetrahydrofuran:water:methanol. Lithium hydroxide (52 mg; 2.17 mmol) is added and the mixture stirred at ambient temperature. After 16 hours, the mixture is concentrated in vacuo at 40° C. Further drying on the vacuum pump affords the desired product (45) as a white solid. The reactants are C1(=CC=CC=C1)C(C=1SC=CC1)=NN (phenyl-2-thienyl ketone hydrazone), N1=CC=CC=C1 (pyridine), C(C)(=O)OO (peracetic acid). Solvent: CN(C(C)=O)C (N,N-dimethylacetamide), C(C)(=O)O (acetic acid). Run at time 40 minute. Yields the product C1(=CC=CC=C1)C(=[N+]=[N-])C=1SC=CC1 (PHENYL-2-THIENYLDIAZOMETHANE). As a reaction SMILES: [C:1]1([C:7](=[N:13][NH2:14])[C:8]2[S:9][CH:10]=[CH:11][CH:12]=2)[CH:6]=[CH:5][CH:4]=[CH:3][CH:2]=1.N1C=CC=CC=1.C(OO)(=O)C>CN(C)C(=O)C.C(O)(=O)C>[C:1]1([C:7]([C:8]2[S:9][CH:10]=[CH:11][CH:12]=2)=[N+:13]=[N-:14])[CH:2]=[CH:3][CH:4]=[CH:5][CH:6]=1. Procedure: To a mixture of phenyl-2-thienyl ketone hydrazone (20.2 g; 0.1 mole), and pyridine (24.8 ml; 0.307 mole) in N,N-dimethylacetamide (100 ml) stirred and cooled to 15° was added peracetic acid (17.7 ml of a 38% w/w solution in glacial acetic acid; 0.1 mole) during 40 minutes, the temperature being maintained at +15° throughout. Reactants: C(C)OC(C(=O)OCC)CC1=CC=C(C=C1)OCCNC(C1=CC=C(C=C1)C1=NC=CC=C1)=O (ethyl 2-ethoxy-3-[4-[2-(4-pyridine-2-ylbenzoylamino)ethoxy]phenyl]propionate), [OH-].[Na+] (sodium hydroxide), product. Run in CO (methanol). Reaction conditions: time 2 hour. The product is C(C)OC(C(=O)[O-])CC1=CC=C(C=C1)OCCNC(C1=CC=C(C=C1)C1=NC=CC=C1)=O.[Na+] (Sodium 2-ethoxy-3-[4-[2-(4-pyridine-2-ylbenzoylamino)ethoxy]phenyl]propionate). As a reaction SMILES: [CH2:1]([O:3][CH:4]([CH2:10][C:11]1[CH:16]=[CH:15][C:14]([O:17][CH2:18][CH2:19][NH:20][C:21](=[O:34])[C:22]2[CH:27]=[CH:26][C:25]([C:28]3[CH:33]=[CH:32][CH:31]=[CH:30][N:29]=3)=[CH:24][CH:23]=2)=[CH:13][CH:12]=1)[C:5]([O:7]CC)=[O:6])[CH3:2].[OH-].[Na+:36]>CO>[CH2:1]([O:3][CH:4]([CH2:10][C:11]1[CH:12]=[CH:13][C:14]([O:17][CH2:18][CH2:19][NH:20][C:21](=[O:34])[C:22]2[CH:23]=[CH:24][C:25]([C:28]3[CH:33]=[CH:32][CH:31]=[CH:30][N:29]=3)=[CH:26][CH:27]=2)=[CH:15][CH:16]=1)[C:5]([O-:7])=[O:6])[CH3:2].[Na+:36] |f:1.2,4.5|. Reported procedure: To a solution of ethyl 2-ethoxy-3-[4-[2-(4-pyridine-2-ylbenzoylamino)ethoxy]phenyl]propionate (135 mg), which is the product of Example 1, in methanol (2 ml) an aqueous solution of sodium hydroxide (1N, 0.55 ml) was added. The mixture was stirred at room temperature for 2 hours. At the end of this time the methanol was evaporated under reduced pressure and an aqueous solution of hydrogen chloride (1N, 0.55 ml) and ethyl acetate were added to the residue. The ethyl acetate layer was separated and... The reactants are N(=O)[O-].[Na+] (sodium nitrite), C([O-])([O-])=O.[Na+].[Na+] (sodium carbonate), I.C1(=CC=CC=C1)N=C(N)NN (N'-phenylhydrazinecarboximidamide monohydroiodide), [N+](=O)(O)[O-] (nitric acid), Cl (hydrochloric acid). Reagents/catalysts: [N+](=O)([O-])[O-].[Ag+] (silver nitrate). Solvent: O (water), O (water), O (water). Reaction conditions: temperature 50 celsius, time 15 minute. Yields the product C1(=CC=CC=C1)N1N=NN=C1N (1-Phenyl-1H-tetrazol-5-amine). Reaction SMILES: I.[C:2]1([N:8]=[C:9]([NH:11][NH2:12])[NH2:10])[CH:7]=[CH:6][CH:5]=[CH:4][CH:3]=1.[N+:13]([O-])(O)=O.Cl.N([O-])=O.[Na+].C(=O)([O-])[O-].[Na+].[Na+]>O.[N+]([O-])([O-])=O.[Ag+]>[C:2]1([N:8]2[C:9]([NH2:10])=[N:11][N:12]=[N:13]2)[CH:3]=[CH:4][CH:5]=[CH:6][CH:7]=1 |f:0.1,4.5,6.7.8,10.11|. Reported procedure: To a warm (50° C.), stirred solution of N'-phenylhydrazinecarboximidamide monohydroiodide (86.4 g, 0.31 mol) in water (300 mL) was added in one portion 70% nitric acid (2.80 mL, 0.0435 mol) followed by dropwise addition of a solution of silver nitrate (52.66 g, 0.3100 mol) in water (70 mL). The resulting suspension was allowed to cool over 30 minutes. To the still warm (+35° C.) mixture was added concentrated hydrochloric acid (3.6 mL). The solids were filtered off and washed with hot water (60 ...